Dataset: the Open Reaction Database (ORD), a public repository of structured organic reaction records. Task: describe an organic reaction: reactants, conditions, products, and yield The reactants are CN1CCc2c(Br)ccc([N+](=O)[O-])c2C1, COCCOC, OB(O)c1ccc(Cl)cc1, [Na+], [Na+], O=C([O-])[O-], O. Product: CN1CCc2c(-c3ccc(Cl)cc3)ccc([N+](=O)[O-])c2C1. Reaction SMILES: [Br:1][c:2]1[c:3]2[c:8]([c:9]([N+:12](=[O:13])[O-:14])[cH:10][cH:11]1)[CH2:7][N:6]([CH3:15])[CH2:5][CH2:4]2.[CH3:32][O:33][CH2:34][CH2:35][O:36][CH3:37].[Cl:16][c:17]1[cH:18][cH:19][c:20]([B:23]([OH:24])[OH:25])[cH:21][cH:22]1.[Na+:26].[Na+:27].[O-:28][C:29](=[O:30])[O-:31].[OH2:38]>>[c:2]1(-[c:20]2[cH:19][cH:18][c:17]([Cl:16])[cH:22][cH:21]2)[c:3]2[c:8]([c:9]([N+:12](=[O:13])[O-:14])[cH:10][cH:11]1)[CH2:7][N:6]([CH3:15])[CH2:5][CH2:4]2. Starting materials: C(C)(C)(C)[Si](O[C@H]1C[C@@H](CC(C1)=C\C=C\CCCC(C\C=C\C(C(F)(F)F)(O[Si](C)(C)C)C(F)(F)F)(C)C)O[Si](C)(C)C(C)(C)C)(C)C ((1R,3R)-1,3-bis-(tert-butyl-dimethyl-silanyloxy)-5-((2E,9E)-12,12,12-trifluoro-7,7-dimethyl-11-trifluoromethyl-11-trimethylsilanyloxy-dodeca-2,9-dienylidene)-cyclohexane), CCCC[N+](CCCC)(CCCC)CCCC.O.O.O.[F-] (tetrabutylammoniumfluoride trihydrate), ice NH4Cl. Solvent: O1CCCC1 (tetrahydrofuran). Run at time 2 hour. Product: FC(C(/C=C/CC(CCC/C=C/C=C1C[C@H](C[C@@H](C1)O)O)(C)C)(O)C(F)(F)F)(F)F ((1R,3R)-5-[(2E,9E)-12,12,12-Trifluoro-11-trifluoromethyl-11-hydroxy-7,7-dimethyl-dodeca-2,9-dienylidene]-cyclohexane-1,3-diol). The yield is 100.1%. Reaction SMILES: CCCC[N+](CCCC)(CCCC)CCCC.O.O.O.[F-].C([Si](C)(C)[O:27][C@@H:28]1[CH2:33][C:32](=[CH:34]/[CH:35]=[CH:36]/[CH2:37][CH2:38][CH2:39][C:40]([CH3:59])([CH3:58])[CH2:41]/[CH:42]=[CH:43]/[C:44]([C:54]([F:57])([F:56])[F:55])([O:49][Si](C)(C)C)[C:45]([F:48])([F:47])[F:46])[CH2:31][C@@H:30]([O:60][Si](C(C)(C)C)(C)C)[CH2:29]1)(C)(C)C>O1CCCC1>[F:46][C:45]([F:47])([F:48])[C:44]([C:54]([F:55])([F:56])[F:57])([OH:49])/[CH:43]=[CH:42]/[CH2:41][C:40]([CH3:59])([CH3:58])[CH2:39][CH2:38][CH2:37]/[CH:36]=[CH:35]/[CH:34]=[C:32]1[CH2:33][C@@H:28]([OH:27])[CH2:29][C@H:30]([OH:60])[CH2:31]1 |f:0.1.2.3.4|. Procedure: 1.40 g of tetrabutylammoniumfluoride trihydrate (4.45 mmol) in 6 ml of tetrahydrofuran was carefully dried by stirring during 2 h at room temperature over 1.78 g of 3 Å molecular sieve. This solution was then added to the above prepared 270 mg of (1R,3R)-1,3-bis-(tert-butyl-dimethyl-silanyloxy)-5-((2E,9E)-12,12,12-trifluoro-7,7-dimethyl-11-trifluoromethyl-11-trimethylsilanyloxy-dodeca-2,9-dienylidene)-cyclohexane (0.371 mmol) and kept for 1.5 h at 40°. The reaction mixture was then poured onto c...